From a dataset of the Open Reaction Database (ORD), a public repository of structured organic reaction records. describe an organic reaction: reactants, conditions, products, and yield Reactants: C1CCOC1, C[Si](C)(C)[N-][Si](C)(C)C, CCI, [Li+], N#CCc1ccsc1. Product: CCC(C#N)c1ccsc1. Reaction SMILES: [CH2:22]1[O:23][CH2:24][CH2:25][CH2:26]1.[CH3:10][Si:11]([N-:12][Si:13]([CH3:14])([CH3:15])[CH3:16])([CH3:17])[CH3:18].[I:19][CH2:20][CH3:21].[Li+:9].[s:1]1[cH:2][c:3]([CH2:6][C:7]#[N:8])[cH:4][cH:5]1>>[s:1]1[cH:2][c:3]([CH:6]([C:7]#[N:8])[CH2:20][CH3:21])[cH:4][cH:5]1. The reactants are FC1=C(C=C(C=C1)NC(C1=CC(=CC=C1)C(F)(F)F)=O)[N+](=O)[O-] (N-(4-Fluoro-3-nitro-phenyl)-3-trifluoromethyl-benzamide), C(=O)([O-])[O-].[K+].[K+] (K2CO3), C(C)(C)(C)C1=CC=C(C=C1)S (4-tert-Butyl-benzenethiol). The solvent is CN(C)C=O (DMF), O (water). Conditions: temperature 80 celsius. Yields the product C(C)(C)(C)C1=CC=C(C=C1)SC1=C(C=C(C=C1)NC(C1=CC(=CC=C1)C(F)(F)F)=O)[N+](=O)[O-] (N-[4-(4-tert-Butyl-phenylsulfanyl)-3-nitro-phenyl]-3-trifluoromethyl-benzamide). Reaction SMILES: F[C:2]1[CH:7]=[CH:6][C:5]([NH:8][C:9](=[O:20])[C:10]2[CH:15]=[CH:14][CH:13]=[C:12]([C:16]([F:19])([F:18])[F:17])[CH:11]=2)=[CH:4][C:3]=1[N+:21]([O-:23])=[O:22].C([O-])([O-])=O.[K+].[K+].[C:30]([C:34]1[CH:39]=[CH:38][C:37]([SH:40])=[CH:36][CH:35]=1)([CH3:33])([CH3:32])[CH3:31]>CN(C=O)C.O>[C:30]([C:34]1[CH:35]=[CH:36][C:37]([S:40][C:2]2[CH:7]=[CH:6][C:5]([NH:8][C:9](=[O:20])[C:10]3[CH:15]=[CH:14][CH:13]=[C:12]([C:16]([F:19])([F:18])[F:17])[CH:11]=3)=[CH:4][C:3]=2[N+:21]([O-:23])=[O:22])=[CH:38][CH:39]=1)([CH3:33])([CH3:31])[CH3:32] |f:1.2.3|. Procedure details: The product from Example 242a (600 mg, 1.828 mmol) was dissolved in DMF (20 ml) to which K2CO3 (505 mg, 3.656 mmol), and 4-tert-Butyl-benzenethiol (304 mg, 1.828 mmol) were added. This reaction mixture was then heated to 80° C. for 1 hr. At this time the reaction mixture was cooled to room temperature, diluted with water, and the title compound collected by filtration (311 mg, 35%) Reactants: FC1=C2C(C(=O)OC2=O)=CC=C1OC (3-fluoro-4-methoxyphthalic anhydride), Cl.N(N)C1=CC=NC=C1 (4-hydrazinopyridine hydrochloride). Run in C(C)(=O)O (acetic acid). Yields the product FC1=C2C(N(C(C2=CC=C1OC)=O)NC1=CC=NC=C1)=O (4-fluoro-5-methoxy-2-(4-pyridinylamino)isoindol-1,3-dione). Yield: 72.4%. RXN SMILES: [F:1][C:2]1[C:12]([O:13][CH3:14])=[CH:11][CH:10]=[C:4]2[C:5]([O:7][C:8](=[O:9])[C:3]=12)=O.Cl.[NH:16]([C:18]1[CH:23]=[CH:22][N:21]=[CH:20][CH:19]=1)[NH2:17]>C(O)(=O)C>[F:1][C:2]1[C:12]([O:13][CH3:14])=[CH:11][CH:10]=[C:4]2[C:3]=1[C:8](=[O:9])[N:17]([NH:16][C:18]1[CH:23]=[CH:22][N:21]=[CH:20][CH:19]=1)[C:5]2=[O:7] |f:1.2|. Procedure: To a solution of 2-(3-fluoro-4-methoxyphenyl)-4,4-dimethyl-4,5-dihydrooxazole (34.0 g) in dry tetrahydrofuran (300 ml) sec-butyllithium (140 ml of a 1.3 M solution in cyclohexane) was added dropwise at -78° C. with stirring, under nitrogen. The reaction mixture was stirred 15 mins, and carbon dioxide was bubbled below the surface. The reaction was stirred for 1 hr and water added dropwise. The mixture was basified with 10% sodium hydroxide solution and extracted with ethyl acetate. The aqueous e... Reactants: CS(=O)(=O)OC1CC2=CC=C(C=C2CC1)OC (2-methanesulfonyloxy-6-methoxytetralin), [N-]=[N+]=[N-].[Na+] (sodium azide). Run in CN(C)C=O (DMF), CCOCC (ether). Product: N(=[N+]=[N-])C1CC2=CC=C(C=C2CC1)OC (2-azido-6-methoxytetralin). As a reaction SMILES: CS(O[CH:6]1[CH2:15][CH2:14][C:13]2[C:8](=[CH:9][CH:10]=[C:11]([O:16][CH3:17])[CH:12]=2)[CH2:7]1)(=O)=O.[N-:18]=[N+:19]=[N-:20].[Na+]>CN(C=O)C.CCOCC>[N:18]([CH:6]1[CH2:15][CH2:14][C:13]2[C:8](=[CH:9][CH:10]=[C:11]([O:16][CH3:17])[CH:12]=2)[CH2:7]1)=[N+:19]=[N-:20] |f:1.2|. Reported procedure: 8.0 g (31 mmol) of 2-methanesulfonyloxy-6-methoxytetralin and 2.6 g (40 mmol) of sodium azide were heated for 3 hours at 90° C. in 100 ml of DMF. After the mixture had been cooled, it was diluted with ether, washed with water and saturated NaCl solution, dried and concentrated in vacuo. This gave 6 g (95% of theory) of a colorless oil which was further reacted directly. Starting materials: N1=C(C=CC2=CC=CC=C12)COC1=CC=C(C=C1)CC(=O)OC1(CC1)C(=O)OC (methyl 1-(2-(4-(quinolin-2-ylmethoxy)phenyl)acetoxy)cyclopropanecarboxylate), [H-].[Na+] (NaH). Run in CN(C)C=O (DMF). Run at time 12 hour. Yields the product OC1=C(C(OC12CC2)=O)C2=CC=C(C=C2)OCC2=NC1=CC=CC=C1C=C2 (7-hydroxy-6-(4-(quinolin-2-ylmethoxy)phenyl)-4-oxaspiro[2.4]hept-6-en-5-one). The yield is 81.5%. Reaction SMILES: [N:1]1[C:10]2[C:5](=[CH:6][CH:7]=[CH:8][CH:9]=2)[CH:4]=[CH:3][C:2]=1[CH2:11][O:12][C:13]1[CH:18]=[CH:17][C:16]([CH2:19][C:20]([O:22][C:23]2([C:26]([O:28]C)=O)[CH2:25][CH2:24]2)=[O:21])=[CH:15][CH:14]=1.[H-].[Na+]>CN(C=O)C>[OH:28][C:26]1[C:23]2([CH2:25][CH2:24]2)[O:22][C:20](=[O:21])[C:19]=1[C:16]1[CH:15]=[CH:14][C:13]([O:12][CH2:11][C:2]2[CH:3]=[CH:4][C:5]3[C:10](=[CH:9][CH:8]=[CH:7][CH:6]=3)[N:1]=2)=[CH:18][CH:17]=1 |f:1.2|. Procedure details: To a 0° C. solution of methyl 1-(2-(4-(quinolin-2-ylmethoxy)phenyl)acetoxy)cyclopropanecarboxylate (2.0 g, 6.825 mmol) in DMF (20 mL), NaH (49 mg, 20.477 mol) was added nd the mixture was stirred at RT for 12 h. After complete consumption of the starting material (monitored by TLC), the reaction mixture was quenched with ice water (3 mL) and the aqueous layer was extracted with EtOAc (2×50 mL). The combined organic layers were washed with water (30 mL) and brine (20 mL), dried over anhydrous Na2... Starting materials: O=C([O-])[O-], COC(=O)c1cn(C)c2cc(Br)ccc12, [Cu]I, [K+], [K+], OC1CCNCC1, O=C(O)C1CCCN1. Product: COC(=O)c1cn(C)c2cc(N3CCC(O)CC3)ccc12. As a reaction SMILES: [C:31](=[O:32])([O-:33])[O-:34].[CH3:1][O:2][C:3](=[O:4])[c:5]1[cH:6][n:7]([CH3:15])[c:8]2[cH:9][c:10]([Br:14])[cH:11][cH:12][c:13]12.[Cu:37][I:38].[K+:35].[K+:36].[OH:16][CH:17]1[CH2:18][CH2:19][NH:20][CH2:21][CH2:22]1.[OH:23][C:24]([CH:25]1[NH:26][CH2:27][CH2:28][CH2:29]1)=[O:30]>>[CH3:1][O:2][C:3](=[O:4])[c:5]1[cH:6][n:7]([CH3:15])[c:8]2[cH:9][c:10]([N:20]3[CH2:19][CH2:18][CH:17]([OH:16])[CH2:22][CH2:21]3)[cH:11][cH:12][c:13]12. Reactants: NC1=NC=C(C(=C1)N)[N+](=O)[O-] (2,4-Diamino-5-nitropyridine). Reagents/catalysts: [Ni] (Raney Nickel). The solvent is CCO (EtOH). The product is NC1=NC=C(C(=C1)N)N (2,4,5-Triaminopyridine). Isolated yield 98.5%. RXN SMILES: [NH2:1][C:2]1[CH:7]=[C:6]([NH2:8])[C:5]([N+:9]([O-])=O)=[CH:4][N:3]=1>CCO.[Ni]>[NH2:1][C:2]1[CH:7]=[C:6]([NH2:8])[C:5]([NH2:9])=[CH:4][N:3]=1. Reported procedure: A solution of 5 (0.540 g, 3.5 mmol) in EtOH (50 ml) and Raney Nickel (0.600 ml) was stirred under H2 atmosphere for 3 h at room temperature. The product was freed from catalyst by filtration through celite to give 6 (0.428 g, 98%); 1H NMR (DMSO-d6, 500 MHz): δ 7.11 (1H, s), 5.65 (1H, s) 5.12 (2H, brs), 4.64 (2H, brs) 3.34 (2H, brs); EIMS m/z: 125 (M+1) and used as is in the next step.